Dataset: the Open Reaction Database (ORD), a public repository of structured organic reaction records. Task: describe an organic reaction: reactants, conditions, products, and yield Starting materials: COC1CC(n2cc(C=CBr)c(=O)[nH]c2=O)OC1CO, Cc1ccc(S(=O)(=O)Cl)cc1, CO, ClCCl, Cl, c1ccncc1. Yields the product COC1CC(n2cc(C=CBr)c(=O)[nH]c2=O)OC1COS(=O)(=O)c1ccc(C)cc1. RXN SMILES: [CH3:1][O:2][CH:3]1[CH2:4][CH:5]([n:10]2[c:11](=[O:12])[nH:13][c:14](=[O:15])[c:16]([CH:18]=[CH:19][Br:20])[cH:17]2)[O:6][CH:7]1[CH2:8][OH:9].[CH3:21][c:22]1[cH:23][cH:24][c:25]([S:28](=[O:29])(=[O:30])[Cl:31])[cH:26][cH:27]1.[CH3:32][OH:33].[Cl:34][CH2:35][Cl:36].[ClH:37].[cH:38]1[cH:39][cH:40][n:41][cH:42][cH:43]1>>[CH3:1][O:2][CH:3]1[CH2:4][CH:5]([n:10]2[c:11](=[O:12])[nH:13][c:14](=[O:15])[c:16]([CH:18]=[CH:19][Br:20])[cH:17]2)[O:6][CH:7]1[CH2:8][O:9][S:28]([c:25]1[cH:24][cH:23][c:22]([CH3:21])[cH:27][cH:26]1)(=[O:29])=[O:30]. Starting materials: CNc1ccccc1, COc1cc(Cl)c(-c2cnc(C(F)(F)F)cc2C#N)cc1S(=O)(=O)Cl, ClCCl, Cl, c1ccncc1. The product is COc1cc(Cl)c(-c2cnc(C(F)(F)F)cc2C#N)cc1S(=O)(=O)N(C)c1ccccc1. Reaction SMILES: [CH3:32][NH:33][c:34]1[cH:35][cH:36][cH:37][cH:38][cH:39]1.[Cl:1][c:2]1[cH:3][c:4]([O:24][CH3:25])[c:5]([S:20](=[O:21])(=[O:22])[Cl:23])[cH:6][c:7]1-[c:8]1[cH:9][n:10][c:11]([C:16]([F:17])([F:18])[F:19])[cH:12][c:13]1[C:14]#[N:15].[Cl:41][CH2:42][Cl:43].[ClH:40].[cH:26]1[cH:27][cH:28][n:29][cH:30][cH:31]1>>[Cl:1][c:2]1[cH:3][c:4]([O:24][CH3:25])[c:5]([S:20](=[O:21])(=[O:22])[N:33]([CH3:32])[c:34]2[cH:35][cH:36][cH:37][cH:38][cH:39]2)[cH:6][c:7]1-[c:8]1[cH:9][n:10][c:11]([C:16]([F:17])([F:18])[F:19])[cH:12][c:13]1[C:14]#[N:15]. Reactants: OC=1C(C2=CC=CC=C2C(C1)=O)=O (2-hydroxy-1,4-naphthoquinone), n-dodecylaldehyde, Cl (hydrochloric acid), C(C)(=O)O (acetic acid). Reaction conditions: temperature 5 celsius, time 2 hour. The product is C(=CCCCCCCCCCC)C=1C(C2=CC=CC=C2C(C1O)=O)=O (2-(1-dodecenyl)-3-hydroxy-1,4-naphthoquinone). As a reaction SMILES: [OH:1][C:2]1[C:3](=[O:13])[C:4]2[C:9]([C:10](=[O:12])[CH:11]=1)=[CH:8][CH:7]=[CH:6][CH:5]=2.Cl.[C:15](O)(=O)[CH3:16]>>[CH:3]([C:11]1[C:10](=[O:12])[C:9]2[C:4]([C:3](=[O:13])[C:2]=1[OH:1])=[CH:5][CH:6]=[CH:7][CH:8]=2)=[CH:2][CH2:11][CH2:10][CH2:9][CH2:8][CH2:7][CH2:6][CH2:5][CH2:4][CH2:15][CH3:16]. Procedure: 2.5 g (14.4 mmol) of 2-hydroxy-1,4-naphthoquinone was added to 50 ml of acetic acid, and 5.4 g (2.03 mol times relative to 2-hydroxy-1,4-naphthoquinone) of n-dodecylaldehyde and 7.5 g (1.4 mol times relative to 2-hydroxy-1,4-naphthoquinone) of concentrated hydrochloric acid were added as catalyst, and the reaction was conducted at 85° C. for two hours. The reaction solution thus obtained was cooled to about 5° C., whereby no crystal precipitated. Therefore, the reaction solution was poured into ... Starting materials: [BH4-].[Na+] (sodium borohydride), OC(COC1=CC=C(CC2C(NC(S2)=O)=O)C=C1)(CCC=1C(C(=C(C(C1C)=O)C)C)=O)C (5-{4-[2-hydroxy-2-methyl-4-(3,5,6-trimethyl-1,4-benzoquinon-2-yl)butoxy]benzyl}-2,4-dioxothiazolidine), ice water, Cl (hydrochloric acid). The solvent is C(C)O (ethanol). Reaction conditions: time 30 minute. The product is OC1=C(C(=C(C(=C1C)C)O)C)CCC(COC1=CC=C(CC2C(NC(S2)=O)=O)C=C1)(C)O (5{4-[4-(2,5-Dihydroxy-3,4,6-trimethylphenyl)-2-hydroxy-2-methylbutoxy]benzyl}-2,4-dioxothiazolidine). The yield is 89.6%. As a reaction SMILES: [BH4-].[Na+].[OH:3][C:4]([CH3:34])([CH2:21][CH2:22][C:23]1[C:24](=[O:33])[C:25]([CH3:32])=[C:26]([CH3:31])[C:27](=[O:30])[C:28]=1[CH3:29])[CH2:5][O:6][C:7]1[CH:20]=[CH:19][C:10]([CH2:11][CH:12]2[S:16][C:15](=[O:17])[NH:14][C:13]2=[O:18])=[CH:9][CH:8]=1.Cl>C(O)C>[OH:33][C:24]1[C:25]([CH3:32])=[C:26]([CH3:31])[C:27]([OH:30])=[C:28]([CH3:29])[C:23]=1[CH2:22][CH2:21][C:4]([OH:3])([CH3:34])[CH2:5][O:6][C:7]1[CH:20]=[CH:19][C:10]([CH2:11][CH:12]2[S:16][C:15](=[O:17])[NH:14][C:13]2=[O:18])=[CH:9][CH:8]=1 |f:0.1|. Procedure details: 165 mg of sodium borohydride were added, whilst ice-cooling and stirring, to a solution of 1 g of 5-{4-[2-hydroxy-2-methyl-4-(3,5,6-trimethyl-1,4-benzoquinon-2-yl)butoxy]benzyl}-2,4-dioxothiazolidine (prepared as described in Example 1) dissolved in 10 ml of ethanol, and the resulting mixture was stirred at room temperature for 30 minutes. At the end of this time, the reaction mixture was poured into a mixture of 100 ml of ice-water and 0.6 ml of 35% v/v aqueous hydrochloric acid to precipitate ...